From a dataset of the Open Reaction Database (ORD), a public repository of structured organic reaction records. describe an organic reaction: reactants, conditions, products, and yield Yields the product ClC1=C(C=CC=C1Cl)C1C(=C(NC(=C1C(=O)OC)C)COCCN1C(=NC(=C1C)C)C)C(=O)OCC (4-(2,3-Dichlorophenyl)-3-ethoxycarbonyl-5-methoxycarbonyl-6-methyl-2-[2-(2,4,5-trimethyl-1-imidazolyl)ethoxymethyl]-1,4-dihydropyridine). Solvent: CO (methanol). Reactants: ClC1=C(C=O)C=CC=C1Cl (2,3-dichlorobenzaldehyde), N\C(=C/C(=O)OC)\C (methyl 3-aminocrotonate), CC=1N(C(=C(N1)C)C)CCOCC(CC(=O)OCC)=O (ethyl 4-[2-(2,4,5-trimethyl-1-imidazolyl)ethoxy]acetoacetate). As a reaction SMILES: [Cl:1][C:2]1[C:9]([Cl:10])=[CH:8][CH:7]=[CH:6][C:3]=1[CH:4]=O.[NH2:11]/[C:12](/[CH3:18])=[CH:13]\[C:14]([O:16][CH3:17])=[O:15].[CH3:19][C:20]1[N:21]([CH2:27][CH2:28][O:29][CH2:30][C:31](=O)[CH2:32][C:33]([O:35][CH2:36][CH3:37])=[O:34])[C:22]([CH3:26])=[C:23]([CH3:25])[N:24]=1>CO>[Cl:1][C:2]1[C:9]([Cl:10])=[CH:8][CH:7]=[CH:6][C:3]=1[CH:4]1[C:13]([C:14]([O:16][CH3:17])=[O:15])=[C:12]([CH3:18])[NH:11][C:31]([CH2:30][O:29][CH2:28][CH2:27][N:21]2[C:22]([CH3:26])=[C:23]([CH3:25])[N:24]=[C:20]2[CH3:19])=[C:32]1[C:33]([O:35][CH2:36][CH3:37])=[O:34]. The yield is 46.7%. Procedure: A solution of 2,3-dichlorobenzaldehyde (8.75 g), methyl 3-aminocrotonate (5.75 g) and ethyl 4-[2-(2,4,5-trimethyl-1-imidazolyl)ethoxy]acetoacetate (14.1 g) in 50 ml of methanol was stirred at reflux temperature for 5 hours. After evaporation to dryness, the residue was dissolved in 2N hydrochloric acid (200 ml) and washed with diethyl ether (3×100 ml) followed by extraction with methylene chloride (4×150 ml). The combined methylene chloride extracts were washed with saturated aqueous sodium carb... Starting materials: NC1=NC=CC=C1Br (2-Amino-3-bromopyridine), COC(=O)C1=C(C=CC=C1)B(O)O (2-methoxycarbonyl-phenylboronic acid), COC=1C=CC=C(C1C=2C=CC=CC2P(C3CCCCC3)C4CCCCC4)OC (S-Phos), C(=O)([O-])[O-].[K+].[K+] (K2CO3). Reagents/catalysts: CC(=O)[O-].CC(=O)[O-].[Pd+2] (Pd(OAc)2). The solvent is O1CCOCC1.O (dioxane H2O). Run at temperature 100 celsius, time 8 hour. The product is C1=C2C3=C(C(NC2=NC=C1)=O)C=CC=C3 (5H-Benzo[c][1,8]naphthyridin-6-one). Yield: 38.2%. RXN SMILES: [NH2:1][C:2]1[C:7](Br)=[CH:6][CH:5]=[CH:4][N:3]=1.C[O:10][C:11]([C:13]1[CH:18]=[CH:17][CH:16]=[CH:15][C:14]=1B(O)O)=O.COC1C=CC=C(OC)C=1C1C=CC=CC=1P(C1CCCCC1)C1CCCCC1.C([O-])([O-])=O.[K+].[K+]>O1CCOCC1.O.CC([O-])=O.CC([O-])=O.[Pd+2]>[CH:6]1[CH:5]=[CH:4][N:3]=[C:2]2[C:7]=1[C:14]1[CH:15]=[CH:16][CH:17]=[CH:18][C:13]=1[C:11](=[O:10])[NH:1]2 |f:3.4.5,6.7,8.9.10|. Reported procedure: 2-Amino-3-bromopyridine (173 mg, 1.00 mmol), 2-methoxycarbonyl-phenylboronic acid (225 mg, 1.25 mmol), Pd(OAc)2 (9 mg, 0.04 mmol), S-Phos (33 mg, 0.08 mmol), and K2CO3 (414 mg, 3.00 mmol) were dissolved in dioxane/H2O (2.0 mL, 10/1, v/v), and stirred overnight at 100° C. The reaction mixture was concentrated, suspended in EtOAc/H2O, and filtered. The precipitate was washed with EtOAc/H2O, and dried under vacuum to provide 1 (75 mg, 38% yield) as a solid. LC-MS (M+H=197, obsd.=197). 1H NMR (400 M... Reactants: CC1=CC=C(C=C1)C(C)(O)C1=CC(=CC=C1)C(C)(C1=CC=C(C=C1)C)O (1,3-di[1-(4-methylphenyl)1-hydroxyethyl]benzene), O.C=1(C(=CC=CC1)S(=O)(=O)O)C (toluene sulfonic acid monohydrate). Yields the product CC1=CC=C(C=C1)C(C)C1=CC(=CC=C1)C(C)C1=CC=C(C=C1)C (1,3-di[1-(4-methylphenyl)ethyl]benzene). Reaction SMILES: [CH3:1][C:2]1[CH:7]=[CH:6][C:5]([C:8]([C:11]2[CH:16]=[CH:15][CH:14]=[C:13]([C:17](O)([C:19]3[CH:24]=[CH:23][C:22]([CH3:25])=[CH:21][CH:20]=3)[CH3:18])[CH:12]=2)(O)[CH3:9])=[CH:4][CH:3]=1.O.C1(C)C(S(O)(=O)=O)=CC=CC=1>>[CH3:25][C:22]1[CH:21]=[CH:20][C:19]([CH:17]([C:13]2[CH:14]=[CH:15][CH:16]=[C:11]([CH:8]([C:5]3[CH:4]=[CH:3][C:2]([CH3:1])=[CH:7][CH:6]=3)[CH3:9])[CH:12]=2)[CH3:18])=[CH:24][CH:23]=1 |f:1.2|. Procedure: A reaction vessel was charged with 144.5 grams of aluminum chloride, 300 milliliters of toluene. A solution of 100.1 grams of isophthaloyol dichloride dissolved in 150 milliliters of toluene was added over a one hour period while the vessel and contents were maintained at a temperature below about 40° C. The reaction mixture was stirred for 30 minutes after completion of the addition of the dichloride-toluene solution. The reactor and contents were then heated to 90° C. over a period of 30 minut... Starting materials: C=CC(=O)OCC, O=C([O-])[O-], CN(C)C=O, [Cl-], Clc1ncnc2cc[nH]c12, [K+], [K+], [NH4+]. The product is CCOC(=O)CCn1ccc2ncnc(Cl)c21. As a reaction SMILES: [C:11]([CH:12]=[CH2:13])(=[O:14])[O:15][CH2:16][CH3:17].[C:18](=[O:19])([O-:20])[O-:21].[CH3:26][N:27]([CH3:28])[CH:29]=[O:30].[Cl-:24].[Cl:1][c:2]1[c:3]2[c:4]([n:5][cH:6][n:7]1)[cH:8][cH:9][nH:10]2.[K+:22].[K+:23].[NH4+:25]>>[Cl:1][c:2]1[c:3]2[c:4]([n:5][cH:6][n:7]1)[cH:8][cH:9][n:10]2[CH2:13][CH2:12][C:11](=[O:14])[O:15][CH2:16][CH3:17]. Starting materials: BrC1=CC=C(C(C(=O)O)=C1)O (5-bromosalicylic acid), CC(=O)C (acetone), FC(C(=O)OC(C(F)(F)F)=O)(F)F (trifluoroacetic anhydride). The solvent is FC(C(=O)O)(F)F (trifluoroacetic acid). Product: BrC=1C=CC2=C(C(OC(O2)(C)C)=O)C1 (6-bromo-2,2-dimethylbenzo[1,3]dioxin-4-one). Reaction SMILES: [Br:1][C:2]1[CH:10]=[C:6]([C:7]([OH:9])=[O:8])[C:5]([OH:11])=[CH:4][CH:3]=1.[CH3:12][C:13]([CH3:15])=O.FC(F)(F)C(OC(=O)C(F)(F)F)=O>FC(F)(F)C(O)=O>[Br:1][C:2]1[CH:3]=[CH:4][C:5]2[O:11][C:13]([CH3:15])([CH3:12])[O:8][C:7](=[O:9])[C:6]=2[CH:10]=1. Reported procedure: 5 g of 5-bromosalicylic acid were heated under reflux with 6.7 g of acetone in a mixture of 25 ml of trifluoroacetic acid with 5 ml of trifluoroacetic anhydride for 5 h. For workup, the reaction mixture was concentrated under reduced pressure. The residue was neutralized with sodium hydrogencarbonate solution and extracted repeatedly with diethyl ether. The organic phase was dried over magnesium sulfate, filtered and concentrated under reduced pressure. The residue was purified by chromatography...